Dataset: the Open Reaction Database (ORD), a public repository of structured organic reaction records. Task: describe an organic reaction: reactants, conditions, products, and yield Starting materials: FC1=C(OC2=CC(=NC=C2)NC(=O)N2CCN(CC2)C)C=CC(=C1)[N+](=O)[O-] (4-methylpiperazine-1-carboxylic acid [4-(2-fluoro-4-nitrophenoxy)pyridin-2-yl]amide). Reagents/catalysts: [C].[Pd] (palladium carbon). The solvent is CO (methanol). Conditions: time 2 hour. Yields the product NC1=CC(=C(OC2=CC(=NC=C2)NC(=O)N2CCN(CC2)C)C=C1)F (4-Methylpiperazine-1-carboxylic acid [4-(4-amino-2-fluorophenoxy)pyridin-2-yl]amide). Yield: 62.8%. As a reaction SMILES: [F:1][C:2]1[CH:24]=[C:23]([N+:25]([O-])=O)[CH:22]=[CH:21][C:3]=1[O:4][C:5]1[CH:10]=[CH:9][N:8]=[C:7]([NH:11][C:12]([N:14]2[CH2:19][CH2:18][N:17]([CH3:20])[CH2:16][CH2:15]2)=[O:13])[CH:6]=1>CO.[C].[Pd]>[NH2:25][C:23]1[CH:22]=[CH:21][C:3]([O:4][C:5]2[CH:10]=[CH:9][N:8]=[C:7]([NH:11][C:12]([N:14]3[CH2:15][CH2:16][N:17]([CH3:20])[CH2:18][CH2:19]3)=[O:13])[CH:6]=2)=[C:2]([F:1])[CH:24]=1 |f:2.3|. Reported procedure: To a solution of 4-methylpiperazine-1-carboxylic acid [4-(2-fluoro-4-nitrophenoxy)pyridin-2-yl]amide (339 mg, 0.903 mmol) in methanol (30 ml) was added 10% palladium carbon (100 mg), followed by stirring under a hydrogen atmosphere at room temperature for 2 hrs. The catalyst was filtered. The filtrate was concentrated under a reduced pressure to give a residue, which was then purified by silica gel column chromatography (Fuji Silysia NH, hexane:ethyl acetate=1:1, then ethyl acetate) to provide t...